Dataset: the Open Reaction Database (ORD), a public repository of structured organic reaction records. Task: describe an organic reaction: reactants, conditions, products, and yield Starting materials: C(CCC(=O)[O-])(=O)OC(C)(C)C (mono-t-butyl succinate), Cl.Cl.NCC1=CC=C(O1)C(=O)OC1=CC2=CC=C(C=C2C=C1)C(N)=N (6-amidino-2-naphthyl 5-aminomethylfuran-2-carboxylate dihydrochloride), C1CCC(CC1)N=C=NC2CCCCC2 (DCC). The reagents and catalysts are CN(C)C=1C=CN=CC1 (DMAP). Solvent: N1=CC=CC=C1 (pyridine). Conditions: time 10 minute. The product is Cl.C(C)(C)(C)OC(=O)CCC(=O)NCC1=CC=C(O1)C(=O)OC1=CC2=CC=C(C=C2C=C1)C(N)=N (6-amidino-2-naphthyl 5-(3-t-butoxycarbonylpropionylaminomethyl)furan-2-carboxylate hydrochloride). The yield is 68.0%. Reaction SMILES: [C:1]([O:8][C:9]([CH3:12])([CH3:11])[CH3:10])(=[O:7])[CH2:2][CH2:3][C:4]([O-:6])=O.[ClH:13].Cl.[NH2:15][CH2:16][C:17]1[O:21][C:20]([C:22]([O:24][C:25]2[CH:34]=[CH:33][C:32]3[C:27](=[CH:28][CH:29]=[C:30]([C:35](=[NH:37])[NH2:36])[CH:31]=3)[CH:26]=2)=[O:23])=[CH:19][CH:18]=1.C1CCC(N=C=NC2CCCCC2)CC1>CN(C1C=CN=CC=1)C.N1C=CC=CC=1>[ClH:13].[C:9]([O:8][C:1]([CH2:2][CH2:3][C:4]([NH:15][CH2:16][C:17]1[O:21][C:20]([C:22]([O:24][C:25]2[CH:34]=[CH:33][C:32]3[C:27](=[CH:28][CH:29]=[C:30]([C:35](=[NH:36])[NH2:37])[CH:31]=3)[CH:26]=2)=[O:23])=[CH:19][CH:18]=1)=[O:6])=[O:7])([CH3:12])([CH3:11])[CH3:10] |f:1.2.3,7.8|. Reported procedure: To 11.4 g of mono-t-butyl succinate, 23.5 g of 6-amidino-2-naphthyl 5-aminomethylfuran-2-carboxylate dihydrochloride and 0.66 g of DMAP was added 115 ml of pyridine, and the mixture was stirred with ice-cooling. After 10 minutes, 25.6 g of DCC was added and the mixture was stirred for 3 hours while cooling with ice and for 16 hours at room temperature. The precipitated crystals were filtered off, and the filtrate was added in small portions into 2 l of ether and stirred at room temperature for 3... The reactants are ClC1=NC=CN=C1N1[C@@H](CNCC1)C (2-chloro-3-[(2R)-2-methylpiperazin-1-yl]pyrazine), CN(CCCC1=NC=CC=C1OCCO)C (2-({2-[3-(Dimethylamino)propyl]pyridin-3-yl}oxy)ethanol). Product: CN(CCCC1=NC=CC=C1OCCOC1=NC=CN=C1N1[C@@H](CNCC1)C)C (2-{2-[{2-[3-(Dimethylamino)propyl]pyridin-3-yl}oxy]ethoxy}-3-[(2R)-2-methylpiperazin-1-yl]pyrazine). The yield is 58.0%. As a reaction SMILES: Cl[C:2]1[C:7]([N:8]2[CH2:13][CH2:12][NH:11][CH2:10][C@H:9]2[CH3:14])=[N:6][CH:5]=[CH:4][N:3]=1.[CH3:15][N:16]([CH3:30])[CH2:17][CH2:18][CH2:19][C:20]1[C:25]([O:26][CH2:27][CH2:28][OH:29])=[CH:24][CH:23]=[CH:22][N:21]=1>>[CH3:30][N:16]([CH3:15])[CH2:17][CH2:18][CH2:19][C:20]1[C:25]([O:26][CH2:27][CH2:28][O:29][C:2]2[C:7]([N:8]3[CH2:13][CH2:12][NH:11][CH2:10][C@H:9]3[CH3:14])=[N:6][CH:5]=[CH:4][N:3]=2)=[CH:24][CH:23]=[CH:22][N:21]=1. Reported procedure: The procedure in Example 18, Step 4, starting from 2-chloro-3-[(2R)-2-methylpiperazin-1-yl]pyrazine* (0.48 g, 2.28 mmol) and 2-({2-[3-(dimethylamino)propyl]pyridin-3-yl}oxy)ethanol (from Step 1; 0.46 g, 2.07 mmol) was followed. The crude product was purified on a column of silica (100 mm, i.d.=30 mm) with CHCl3/MeOH/NH4OH (80:20:0.5; 200 mL, followed by 60:40:1) as eluent to give 0.48 g (58%) of the title compound as a colorless oil. HRMS m/z calcd for C21H32N6O2 (M)+ 400.2587. found 400.2571. *... Starting materials: CO, C#CC(=O)NCc1ccc(-c2ccc(Cl)cc2)cc1, ClCCl, Ic1ccc(CN2CCCC2)cc1, N. Yields the product O=C(C#Cc1ccc(CN2CCCC2)cc1)NCc1ccc(-c2ccc(Cl)cc2)cc1. Reaction SMILES: [CH3:34][OH:35].[Cl:14][c:15]1[cH:16][cH:17][c:18](-[c:21]2[cH:22][cH:23][c:24]([CH2:27][NH:28][C:29]([C:30]#[CH:31])=[O:32])[cH:25][cH:26]2)[cH:19][cH:20]1.[Cl:36][CH2:37][Cl:38].[I:1][c:2]1[cH:3][cH:4][c:5]([CH2:6][N:7]2[CH2:8][CH2:9][CH2:10][CH2:11]2)[cH:12][cH:13]1.[NH3:33]>>[c:2]1([C:31]#[C:30][C:29]([NH:28][CH2:27][c:24]2[cH:23][cH:22][c:21](-[c:18]3[cH:17][cH:16][c:15]([Cl:14])[cH:20][cH:19]3)[cH:26][cH:25]2)=[O:32])[cH:3][cH:4][c:5]([CH2:6][N:7]2[CH2:8][CH2:9][CH2:10][CH2:11]2)[cH:12][cH:13]1. Starting materials: O=C(Cl)c1cccc(Br)c1, COCCOc1ccc(N)cc1-c1ccnn1C, CCN(C(C)C)C(C)C, CN(C)C=O. The product is COCCOc1ccc(NC(=O)c2cccc(Br)c2)cc1-c1ccnn1C. Reaction SMILES: [Br:1][c:2]1[cH:3][c:4]([C:5](=[O:6])[Cl:7])[cH:8][cH:9][cH:10]1.[CH3:20][O:21][CH2:22][CH2:23][O:24][c:25]1[c:26](-[c:32]2[n:33]([CH3:37])[n:34][cH:35][cH:36]2)[cH:27][c:28]([NH2:29])[cH:30][cH:31]1.[CH:11]([N:12]([CH2:13][CH3:14])[CH:15]([CH3:16])[CH3:17])([CH3:18])[CH3:19].[O:38]=[CH:39][N:40]([CH3:41])[CH3:42]>>[Br:1][c:2]1[cH:3][c:4]([C:5](=[O:6])[NH:29][c:28]2[cH:27][c:26](-[c:32]3[n:33]([CH3:37])[n:34][cH:35][cH:36]3)[c:25]([O:24][CH2:23][CH2:22][O:21][CH3:20])[cH:31][cH:30]2)[cH:8][cH:9][cH:10]1.